From a dataset of the Open Reaction Database (ORD), a public repository of structured organic reaction records. describe an organic reaction: reactants, conditions, products, and yield Reactants: C1CSCCN1, CN(C)C=O, CCOCC, COc1ccc(F)cc1C(C)(C)CC1(C(F)(F)F)CO1. Product: COc1ccc(F)cc1C(C)(C)CC(O)(CN1CCSCC1)C(F)(F)F. As a reaction SMILES: [CH2:21]1[CH2:22][S:23][CH2:24][CH2:25][NH:26]1.[CH3:27][N:28]([CH3:29])[CH:30]=[O:31].[CH3:32][CH2:33][O:34][CH2:35][CH3:36].[F:1][c:2]1[cH:3][cH:4][c:5]([O:19][CH3:20])[c:6]([C:8]([CH2:9][C:10]2([C:13]([F:14])([F:15])[F:16])[O:11][CH2:12]2)([CH3:17])[CH3:18])[cH:7]1>>[F:1][c:2]1[cH:3][cH:4][c:5]([O:19][CH3:20])[c:6]([C:8]([CH2:9][C:10]([OH:11])([CH2:12][N:26]2[CH2:21][CH2:22][S:23][CH2:24][CH2:25]2)[C:13]([F:14])([F:15])[F:16])([CH3:17])[CH3:18])[cH:7]1.